This data is from the Open Reaction Database (ORD), a public repository of structured organic reaction records. The task is: describe an organic reaction: reactants, conditions, products, and yield Starting materials: ClC1=NC(=C(C(=N1)N(S(=O)(=O)C)C)F)Cl (N-(2,6-dichloro-5-fluoro-pyrimidin-4-yl)-N-methyl-methanesulfonamide), C(C)(C)OC1=CC(=NN1)N (5-isopropoxy-1H-pyrazol-3-ylamine), CCN(C(C)C)C(C)C (DIPEA). The solvent is CCCCO (n-BuOH). Conditions: temperature 70 celsius. Product: ClC1=NC(=C(C(=N1)N(S(=O)(=O)C)C)F)NC1=NNC(=C1)OC(C)C (N-[2-Chloro-5-fluoro-6-(5-isopropoxy-1H-pyrazol-3-ylamino)-pyrimidin-4-yl]-N-methyl-methanesulfonamide). The yield is 46.2%. RXN SMILES: [Cl:1][C:2]1[N:7]=[C:6]([N:8]([CH3:13])[S:9]([CH3:12])(=[O:11])=[O:10])[C:5]([F:14])=[C:4](Cl)[N:3]=1.[CH:16]([O:19][C:20]1[NH:24][N:23]=[C:22]([NH2:25])[CH:21]=1)([CH3:18])[CH3:17].CCN(C(C)C)C(C)C>CCCCO>[Cl:1][C:2]1[N:7]=[C:6]([N:8]([CH3:13])[S:9]([CH3:12])(=[O:11])=[O:10])[C:5]([F:14])=[C:4]([NH:25][C:22]2[CH:21]=[C:20]([O:19][CH:16]([CH3:18])[CH3:17])[NH:24][N:23]=2)[N:3]=1. Procedure details: To a solution of N-(2,6-dichloro-5-fluoro-pyrimidin-4-yl)-N-methyl-methanesulfonamide (Method 21, 440 mg, 1.6 mmol) in n-BuOH (3 ml) was added 5-isopropoxy-1H-pyrazol-3-ylamine (227 mg, 1.6 mmol) and DIPEA (207 mg). The mixture was heated at 70° C. overnight. LC/MS showed the completion of the reaction. The solvent was evaporated and the residue was dissolved in DCM, which was then washed by aqueous NaHCO3, dried and concentrated. Flash chromatography was performed with EtOAc/Hex (50%) as eluent... Reactants: ClC1=CC=C(C=C1)B(O)O (4-chlorophenylboronic acid), O=C1CC[C@H](N1)C(=O)O ((S)-5-oxo-pyrrolidine-2-carboxylic acid), C(C)#N (acetonitrile), di-μ-hydroxy-bis[N,N,N′,N′-tetramethylenediamine)-copper (II) chloride. Conditions: time 10 minute. Product: ClC1=CC=C(C=C1)N1[C@@H](CCC1=O)C(=O)O ((S)-1-(4-chloro-phenyl)-5-oxo-pyrrolidine-2-carboxylic acid). Reaction SMILES: [O:1]=[C:2]1[NH:6][C@H:5]([C:7]([OH:9])=[O:8])[CH2:4][CH2:3]1.C(#N)C.[Cl:13][C:14]1[CH:19]=[CH:18][C:17](B(O)O)=[CH:16][CH:15]=1>>[Cl:13][C:14]1[CH:19]=[CH:18][C:17]([N:6]2[C:2](=[O:1])[CH2:3][CH2:4][C@H:5]2[C:7]([OH:9])=[O:8])=[CH:16][CH:15]=1. Procedure: To a stirred suspension of (S)-5-oxo-pyrrolidine-2-carboxylic acid (775 mg, 6 mmol) in acetonitrile (10 mL) 1,8-diazabicyclo[5,4,0]undec-7-ene (DBU) (1.8 mL, 12 mmol) is added at room temperature. After 10 min di-μ-hydroxy-bis[N,N,N′,N′-tetramethylenediamine)-copper (II) chloride (Cu-TMEDA) (300 mg, 0.65 mmol) is added to the clear solution. The bluish green colored mixture is stirred for 10 min and 4-chlorophenylboronic acid (1 g, 6.4 mmol) is added. After 20 h acetonitrile is evaporated in vac...